Dataset: the Open Reaction Database (ORD), a public repository of structured organic reaction records. Task: describe an organic reaction: reactants, conditions, products, and yield Starting materials: BrC=1C=C(C=NC1)C=1C=C2CCCN(C2=NC1)C(=O)N (6-(5-Bromo-pyridin-3-yl)-3,4-dihydro-2H-[1,8]naphthyridine-1-carboxylic acid amide), O1CCOCC1.O (dioxane water), CC1(OB(OC1(C)C)C=1CCOCC1)C (4-(4,4,5,5-Tetramethyl-[1,3,2]dioxaborolan-2-yl)-3,6-dihydro-2H-pyran), [O-]P(=O)([O-])[O-].[K+].[K+].[K+] (K3PO4), PdCl2(DPPF)CH2Cl2. Run in CCOC(=O)C (EtOAc). Run at temperature 100 celsius. Product: O1CCC(=CC1)C=1C=C(C=NC1)C=1C=C2CCCN(C2=NC1)C(=O)N (6-[5-(3,6-Dihydro-2H-pyran-4-yl)-pyridin-3-yl]-3,4-dihydro-2H-[1,8]naphthyridine-1-carboxylic acid amide). RXN SMILES: Br[C:2]1[CH:3]=[C:4]([C:8]2[CH:9]=[C:10]3[C:15](=[N:16][CH:17]=2)[N:14]([C:18]([NH2:20])=[O:19])[CH2:13][CH2:12][CH2:11]3)[CH:5]=[N:6][CH:7]=1.O1CCOCC1.O.CC1(C)C(C)(C)OB([C:36]2[CH2:37][CH2:38][O:39][CH2:40][CH:41]=2)O1.[O-]P([O-])([O-])=O.[K+].[K+].[K+]>CCOC(C)=O>[O:39]1[CH2:38][CH:37]=[C:36]([C:2]2[CH:3]=[C:4]([C:8]3[CH:9]=[C:10]4[C:15](=[N:16][CH:17]=3)[N:14]([C:18]([NH2:20])=[O:19])[CH2:13][CH2:12][CH2:11]4)[CH:5]=[N:6][CH:7]=2)[CH2:41][CH2:40]1 |f:1.2,4.5.6.7|. Reported procedure: 6-(5-Bromo-pyridin-3-yl)-3,4-dihydro-2H-[1,8]naphthyridine-1-carboxylic acid amide (100 mg, 0.30 mmol, which is prepared according to the procedure for Step 1 to Step 4 of Example 15) is dissolved into 2 mL of dioxane/water (9:1). 4-(4,4,5,5-Tetramethyl-[1,3,2]dioxaborolan-2-yl)-3,6-dihydro-2H-pyran (94.6 mg, 0.45 mmol), K3PO4 (318 mg, 1.50 mmol) and PdCl2(DPPF)CH2Cl2 (24.5 mg, 0.03 mmol) are added. The mixture is heated at 100° C. for 48 hrs. The mixture is diluted with 100 mL EtOAc and quenche... The reactants are CCOC(=O)c1ncn2cc(Br)sc12, CC(=O)O, [Na+], [Na+], O=C([O-])[O-], O, O=S(=O)(O)O. Yields the product Brc1cn2cncc2s1. RXN SMILES: [Br:1][c:2]1[cH:3][n:4]2[c:5]([s:6]1)[c:7]([C:10]([O:11][CH2:12][CH3:13])=[O:14])[n:8][cH:9]2.[CH3:27][C:28](=[O:29])[OH:30].[Na+:21].[Na+:22].[O-:23][C:24](=[O:25])[O-:26].[OH2:15].[S:16](=[O:17])(=[O:18])([OH:19])[OH:20]>>[Br:1][c:2]1[cH:3][n:4]2[c:5]([s:6]1)[cH:7][n:8][cH:9]2. The reactants are N[C@H](C(=O)O)CC1=CC=C(C=C1)OCCC=1N=C(OC1C)C1=CC=C(C=C1)OC(C)C ((2S)-2-amino-3-(4-{2-[2-(4-isopropoxyphenyl)-5-methyl-1,3-oxazol-4-yl]ethoxy}phenyl)propanoic acid), FC(C1=CC=C(C=C1)C(CC(C)=O)=O)(F)F (1-(4-trifluoromethylphenyl)-1,3-butanedione). Product: C(C)(C)OC1=CC=C(C=C1)C=1OC(=C(N1)CCOC1=CC=C(C=C1)C[C@@H](C(=O)O)N\C(=C/C(C1=CC=C(C=C1)C(F)(F)F)=O)\C)C ((2S)-3-(4-{2-[2-(4-isopropoxyphenyl)-5-methyl-1,3-oxazol4-yl]ethoxy}phenyl)-2-({(Z)-1-methyl-3-oxo-3-[4-(trifluoromethyl)phenyl]-1-propenyl}amino)propanoic acid), Example 3. Yield: 43.0%. As a reaction SMILES: [NH2:1][C@@H:2]([CH2:6][C:7]1[CH:12]=[CH:11][C:10]([O:13][CH2:14][CH2:15][C:16]2[N:17]=[C:18]([C:22]3[CH:27]=[CH:26][C:25]([O:28][CH:29]([CH3:31])[CH3:30])=[CH:24][CH:23]=3)[O:19][C:20]=2[CH3:21])=[CH:9][CH:8]=1)[C:3]([OH:5])=[O:4].[F:32][C:33]([F:47])([F:46])[C:34]1[CH:39]=[CH:38][C:37]([C:40](=[O:45])[CH2:41][C:42](=O)[CH3:43])=[CH:36][CH:35]=1>>[CH:29]([O:28][C:25]1[CH:24]=[CH:23][C:22]([C:18]2[O:19][C:20]([CH3:21])=[C:16]([CH2:15][CH2:14][O:13][C:10]3[CH:9]=[CH:8][C:7]([CH2:6][C@H:2]([NH:1]/[C:42](/[CH3:43])=[CH:41]\[C:40](=[O:45])[C:37]4[CH:38]=[CH:39][C:34]([C:33]([F:32])([F:46])[F:47])=[CH:35][CH:36]=4)[C:3]([OH:5])=[O:4])=[CH:12][CH:11]=3)[N:17]=2)=[CH:27][CH:26]=1)([CH3:31])[CH3:30]. Reported procedure: The title compound was prepared (as described above for the preparation of Example 2) from 75 mg (0.18 mmol) of Intermediate 51 and 41 mg (0.18 mmol) of Intermediate 24 to yield 48 mg (43% yield) of Example 3: TLC (DCM/MeOH, 4/1): Rf=0.42; 1H NMR (DMSO-d6, 400 MHz) δ11.5 (d, 1H, J=8.9), 7.95 (d, 2H, J=7.2), 7.77 (d, 2H, J=8.7), 7.72 (d, 2H, J=8.2), 7.1 (d, 2H, J=8.4), 6.97 (d, 2H, J=8.9), 6.79 (d, 2H, J=8.5), 5.58 (s, 1H), 4.65 (m, 1H), 4.11 (t, 2H, J=6.5), 4.1 (m, 1H), 3.16 (dd, 1H, J=13.7, 3.6... Starting materials: CC(C(C)=O)=NO (butane-2,3-dione monooxime), FC(C1=CC=C(C=O)C=C1)(F)F (4-(trifluoromethyl)benzaldehyde), resultant mixture, Cl (HCl), O1CCOCC1 (dioxane). The solvent is C(C)(=O)O (acetic acid), C(C)OCC (Diethyl ether). Reaction conditions: temperature 0 celsius. The product is CC=1[N+](=C(OC1C)C1=CC=C(C=C1)C(F)(F)F)[O-] (4,5-dimethyl-2-(4-trifluoromethyl-phenyl)-oxazole-3-oxide). Yield: 34.3%. Reaction SMILES: [CH3:1][C:2](=[N:6][OH:7])[C:3](=[O:5])[CH3:4].[F:8][C:9]([F:19])([F:18])[C:10]1[CH:17]=[CH:16][C:13]([CH:14]=O)=[CH:12][CH:11]=1.Cl.O1CCOCC1>C(OCC)C.C(O)(=O)C>[CH3:1][C:2]1[N+:6]([O-:7])=[C:14]([C:13]2[CH:12]=[CH:11][C:10]([C:9]([F:8])([F:18])[F:19])=[CH:17][CH:16]=2)[O:5][C:3]=1[CH3:4]. Procedure: A 100 mL pear-shaped flask was charged with butane-2,3-dione monooxime (2.1 g, 20.4 mmol), 4-(trifluoromethyl)benzaldehyde (3.0 mL, 22.4 mmol), and acetic acid (20 mL). The mixture was cooled to 0° C. A solution of 4N HCl in dioxane (7.0 mL, 28.0 mmol) was added dropwise to the reaction and the resultant mixture was stirred at 0° C. for 20 minutes. Diethyl ether (30 mL) was added to the reaction and the mixture was allowed to warm to room temperature overnight. The solvent was removed under redu... Reaction SMILES: [CH2:32]([O:33][CH:34]([OH:35])[CH3:36])[CH3:37].[CH:18]1([CH2:21][NH2:22])[CH2:19][CH2:20]1.[CH:23]([N:24]([CH2:25][CH3:26])[CH:27]([CH3:28])[CH3:29])([CH3:30])[CH3:31].[Cl:1][c:2]1[cH:3][n:4][cH:5][c:6](-[n:8]2[cH:9][n:10][c:11]3[c:12]2[cH:13][c:14]([NH2:17])[cH:15][cH:16]3)[n:7]1>>[c:2]1([NH:22][CH2:21][CH:18]2[CH2:19][CH2:20]2)[cH:3][n:4][cH:5][c:6](-[n:8]2[cH:9][n:10][c:11]3[c:12]2[cH:13][c:14]([NH2:17])[cH:15][cH:16]3)[n:7]1. The reactants are CCOC(C)O, NCC1CC1, CCN(C(C)C)C(C)C, Nc1ccc2ncn(-c3cncc(Cl)n3)c2c1. The product is Nc1ccc2ncn(-c3cncc(NCC4CC4)n3)c2c1. Reactants: C1CCOC1, COC(=O)c1sc(-c2ccccc2)cc1N(C(=O)c1ccc(Cl)cc1Cl)N(C)C, CO, O. Yields the product CN(C)N(C(=O)c1ccc(Cl)cc1Cl)c1cc(-c2ccccc2)sc1C(=O)O. Reaction SMILES: [CH2:30]1[O:31][CH2:32][CH2:33][CH2:34]1.[CH3:1][O:2][C:3](=[O:4])[c:5]1[s:6][c:7](-[c:24]2[cH:25][cH:26][cH:27][cH:28][cH:29]2)[cH:8][c:9]1[N:10]([N:11]([CH3:12])[CH3:13])[C:14]([c:15]1[c:16]([Cl:22])[cH:17][c:18]([Cl:21])[cH:19][cH:20]1)=[O:23].[CH3:35][OH:36].[OH2:37]>>[O:2]=[C:3]([OH:4])[c:5]1[s:6][c:7](-[c:24]2[cH:25][cH:26][cH:27][cH:28][cH:29]2)[cH:8][c:9]1[N:10]([N:11]([CH3:12])[CH3:13])[C:14]([c:15]1[c:16]([Cl:22])[cH:17][c:18]([Cl:21])[cH:19][cH:20]1)=[O:23]. The reactants are CC(NC(=O)c1cccc2ccn(Cc3ccc(Cl)nc3)c12)c1ccc(C(=O)O)cc1, Cl[Pd]Cl, [K+], [K+], [K+], C1COCCO1, O, OB(O)c1ccccc1, O=C(O)CC(O)(CC(=O)O)C(=O)O, O=P([O-])([O-])[O-], c1ccc(-c2ccccc2P(C2CCCCC2)C2CCCCC2)cc1. Product: CC(NC(=O)c1cccc2ccn(Cc3ccc(-c4ccccc4)nc3)c12)c1ccc(C(=O)O)cc1. RXN SMILES: [Cl:1][c:2]1[cH:3][cH:4][c:5]([CH2:8][n:9]2[cH:10][cH:11][c:12]3[cH:13][cH:14][cH:15][c:16]([C:18](=[O:19])[NH:20][CH:21]([CH3:22])[c:23]4[cH:24][cH:25][c:26]([C:27](=[O:28])[OH:29])[cH:30][cH:31]4)[c:17]23)[cH:6][n:7]1.[Cl:87][Pd:88][Cl:89].[K+:46].[K+:47].[K+:48].[O:91]1[CH2:92][CH2:93][O:94][CH2:95][CH2:96]1.[OH2:90].[OH:32][B:33]([OH:34])[c:35]1[cH:36][cH:37][cH:38][cH:39][cH:40]1.[OH:74][C:75]([CH2:76][C:77]([C:78](=[O:79])[OH:80])([CH2:81][C:82](=[O:83])[OH:84])[OH:85])=[O:86].[P:41]([O-:42])([O-:43])([O-:44])=[O:45].[c:49]1(-[c:50]2[cH:51][cH:52][cH:53][cH:54][cH:55]2)[cH:56][cH:57][cH:58][cH:59][c:60]1[P:61]([CH:62]1[CH2:63][CH2:64][CH2:65][CH2:66][CH2:67]1)[CH:68]1[CH2:69][CH2:70][CH2:71][CH2:72][CH2:73]1>>[c:2]1(-[c:35]2[cH:36][cH:37][cH:38][cH:39][cH:40]2)[cH:3][cH:4][c:5]([CH2:8][n:9]2[cH:10][cH:11][c:12]3[cH:13][cH:14][cH:15][c:16]([C:18](=[O:19])[NH:20][CH:21]([CH3:22])[c:23]4[cH:24][cH:25][c:26]([C:27](=[O:28])[OH:29])[cH:30][cH:31]4)[c:17]23)[cH:6][n:7]1.